This data is from the Open Reaction Database (ORD), a public repository of structured organic reaction records. The task is: describe an organic reaction: reactants, conditions, products, and yield Reactants: COC=C1C(=O)NC(=O)c2ccccc21, CN(C)C=O, Nc1ccc(-c2ccccc2)cc1. Product: O=C1NC(=O)c2ccccc2C1=CNc1ccc(-c2ccccc2)cc1. Reaction SMILES: [CH3:1][O:2][CH:3]=[C:4]1[C:5](=[O:15])[NH:6][C:7](=[O:14])[c:8]2[cH:9][cH:10][cH:11][cH:12][c:13]21.[CH3:29][N:30]([CH3:31])[CH:32]=[O:33].[NH2:16][c:17]1[cH:18][cH:19][c:20](-[c:23]2[cH:24][cH:25][cH:26][cH:27][cH:28]2)[cH:21][cH:22]1>>[CH:3](=[C:4]1[C:5](=[O:15])[NH:6][C:7](=[O:14])[c:8]2[cH:9][cH:10][cH:11][cH:12][c:13]21)[NH:16][c:17]1[cH:18][cH:19][c:20](-[c:23]2[cH:24][cH:25][cH:26][cH:27][cH:28]2)[cH:21][cH:22]1. Yield: 70.3%. RXN SMILES: [Cl-].[Ce+3].[Cl-].[Cl-].[BH4-:5].[Na+].[CH3:7][C:8]1[CH:9]=[C:10]([PH:15](=O)[C:16]2[CH:21]=[C:20]([CH3:22])[CH:19]=[C:18]([CH3:23])[CH:17]=2)[CH:11]=[C:12]([CH3:14])[CH:13]=1.[H-].[Al+3].[Li+].[H-].[H-].[H-].Cl>C1COCC1.C1(C)C=CC=CC=1.O>[CH3:23][C:18]1[CH:17]=[C:16]([PH:15][C:10]2[CH:9]=[C:8]([CH3:7])[CH:13]=[C:12]([CH3:14])[CH:11]=2)[CH:21]=[C:20]([CH3:22])[CH:19]=1.[BH3:5] |f:0.1.2.3,4.5,7.8.9.10.11.12,17.18|. Conditions: time 1 hour. The product is CC=1C=C(C=C(C1)C)PC1=CC(=CC(=C1)C)C.B (bis(3,5-dimethylphenyl)phosphine borane). Solvent: C1CCOC1 (THF), C1(=CC=CC=C1)C (toluene), O (Water). Reactants: Cl (HCl), [Cl-].[Ce+3].[Cl-].[Cl-] (cerium chloride), [BH4-].[Na+] (Sodium borohydride), CC=1C=C(C=C(C1)C)P(C1=CC(=CC(=C1)C)C)=O (Bis(3,5-dimethylphenyl)phosphine oxide), [H-].[Al+3].[Li+].[H-].[H-].[H-] (lithium aluminum hydride). Procedure: Under a nitrogen stream, a solution of cerium chloride (2.87 g, 2.99 equivalents) in THF (20 mL) was stirred at room temperature (25° C.) for 40 min. Sodium borohydride (0.44 g, 10, 2.99 equivalents) was added, and the mixture was stirred at room temperature for 1 hr. Bis(3,5-dimethylphenyl)phosphine oxide (1.00 g, 3.89 mmol) synthesized in Reference Example 2 and lithium aluminum hydride (0.17 g, 1.16 equivalents) were successively added at −12° C. The mixture was stirred for 4 hrs. Water (10 m... The reactants are C1CCOC1, O=C(Cl)c1ccc(OCc2ccccc2)cc1, Cl, [H-], N#CCC#N, [Na+]. Yields the product N#CC(C#N)C(=O)c1ccc(OCc2ccccc2)cc1. RXN SMILES: [CH2:26]1[O:27][CH2:28][CH2:29][CH2:30]1.[CH2:8]([c:9]1[cH:10][cH:11][cH:12][cH:13][cH:14]1)[O:15][c:16]1[cH:17][cH:18][c:19]([C:20](=[O:21])[Cl:22])[cH:23][cH:24]1.[ClH:25].[H-:2].[N:3]#[C:4][CH2:5][C:6]#[N:7].[Na+:1]>>[N:3]#[C:4][CH:5]([C:6]#[N:7])[C:20]([c:19]1[cH:18][cH:17][c:16]([O:15][CH2:8][c:9]2[cH:10][cH:11][cH:12][cH:13][cH:14]2)[cH:24][cH:23]1)=[O:21]. Starting materials: Cl.CCOCC (HCl ether), C(C)(C)(C)C1=NC2=C(N1CC1CCOCC1)C=CC(=C2)NC(OC)=O (Methyl [2-tert-butyl-1-(tetrahydro-2H-pyran-4-ylmethyl)-1H-benzimidazol-5-yl]carbamate), [H-].[H-].[H-].[H-].[Li+].[Al+3] (LiAlH4). Run in C1CCOC1 (THF). Reaction conditions: temperature 0 celsius, time 15 minute. Product: C(C)(C)(C)C1=NC2=C(N1CC1CCOCC1)C=CC(=C2)NC (2-tert-Butyl-N-methyl-1-(tetrahydro-2H-pyran-4-ylmethyl)-1H-benzimidazol-5-amine). Reaction SMILES: [C:1]([C:5]1[N:9]([CH2:10][CH:11]2[CH2:16][CH2:15][O:14][CH2:13][CH2:12]2)[C:8]2[CH:17]=[CH:18][C:19]([NH:21][C:22](=O)OC)=[CH:20][C:7]=2[N:6]=1)([CH3:4])([CH3:3])[CH3:2].Cl.CCOCC.[H-].[H-].[H-].[H-].[Li+].[Al+3]>C1COCC1>[C:1]([C:5]1[N:9]([CH2:10][CH:11]2[CH2:16][CH2:15][O:14][CH2:13][CH2:12]2)[C:8]2[CH:17]=[CH:18][C:19]([NH:21][CH3:22])=[CH:20][C:7]=2[N:6]=1)([CH3:4])([CH3:2])[CH3:3] |f:1.2,3.4.5.6.7.8|. Reported procedure: Methyl [2-tert-butyl-1-(tetrahydro-2H-pyran-4-ylmethyl)-1H-benzimidazol-5-yl]carbamate (1.80 g, 5.21 mmol) was dissolved in 75 mL of THF at 0° C. 1M HCl/ether (7.3 mL, 7.29 mmol) was added dropwise and the solution was stirred at 0° C. for 15 min. LiAlH4 (988 mg, 26.1 mmol) was added slowly and the solution was stirred at rt overnight. The reaction was quenched at 0° C. by the addition of MeOH (5 mL) followed by water (10 mL) and the solution was left to stir at rt for 30 min. Anhydrous Na2SO4 (... RXN SMILES: [Al+3:36].[CH2:1]([CH2:2][CH2:3][CH3:4])[C:5]12[CH:6]([OH:24])[CH2:7][CH2:8][CH:9]1[CH:10]1[CH:11]([CH2:12][CH2:13]2)[C:14]2=[C:19]([CH2:18][C:17]([O:22][CH3:23])=[CH:16][CH2:15]2)[CH2:20][CH2:21]1.[CH3:32][CH:33]([CH3:34])[O-:35].[CH3:37][CH:38]([CH3:39])[O-:40].[CH3:41][CH:42]([CH3:43])[O-:44].[CH3:52][c:53]1[cH:54][cH:55][cH:56][cH:57][cH:58]1.[Na+:45].[Na+:46].[O-:47][S:48](=[O:49])(=[O:50])[O-:51].[O:25]=[C:26]1[CH2:27][CH2:28][CH2:29][CH2:30][CH2:31]1.[OH2:59]>>[CH2:1]([CH2:2][CH2:3][CH3:4])[C:5]12[C:6](=[O:24])[CH2:7][CH2:8][CH:9]1[CH:10]1[CH:11]([CH2:12][CH2:13]2)[C:14]2=[C:19]([CH2:18][C:17]([O:22][CH3:23])=[CH:16][CH2:15]2)[CH2:20][CH2:21]1. Reactants: [Al+3], CCCCC12CCC3C4=C(CCC3C1CCC2O)CC(OC)=CC4, CC(C)[O-], CC(C)[O-], CC(C)[O-], Cc1ccccc1, [Na+], [Na+], O=S(=O)([O-])[O-], O=C1CCCCC1, O. Product: CCCCC12CCC3C4=C(CCC3C1CCC2=O)CC(OC)=CC4. The reactants are C(C)OC(=O)C1=CC=C(OCCN2C(=C(C3=CC=CC=C23)C)C=2C=NC=CC2)C=C1 (1-[2-(4-ethoxycarbonylphenoxy)ethyl]-2-(3-pyridyl)-3-methylindole), [OH-].[Na+] (NaOH). The solvent is Cl (hydrochloric acid). Yields the product C(=O)(O)C1=CC=C(OCCN2C(=C(C3=CC=CC=C23)C)C=2C=NC=CC2)C=C1 (1-[2-(4-carboxyphenoxy)ethyl]-2-(3-pyridyl)-3-methylindole). RXN SMILES: C([O:3][C:4]([C:6]1[CH:30]=[CH:29][C:9]([O:10][CH2:11][CH2:12][N:13]2[C:21]3[C:16](=[CH:17][CH:18]=[CH:19][CH:20]=3)[C:15]([CH3:22])=[C:14]2[C:23]2[CH:24]=[N:25][CH:26]=[CH:27][CH:28]=2)=[CH:8][CH:7]=1)=[O:5])C.[OH-].[Na+]>Cl>[C:4]([C:6]1[CH:30]=[CH:29][C:9]([O:10][CH2:11][CH2:12][N:13]2[C:21]3[C:16](=[CH:17][CH:18]=[CH:19][CH:20]=3)[C:15]([CH3:22])=[C:14]2[C:23]2[CH:24]=[N:25][CH:26]=[CH:27][CH:28]=2)=[CH:8][CH:7]=1)([OH:5])=[O:3] |f:1.2|. Reported procedure: A mixture of 4.7 g of 1-[2-(4-ethoxycarbonylphenoxy)ethyl]-2-(3-pyridyl)-3-methylindole in 220 ml of 2N hydrochloric acid is heated under reflux for 6 hours. After cooling the solution is made basic with 3 N NaOH and extracted with ethyl acetate. The basic solution is filtered and acidified to pH 6-7 with 5 N HCl. The solid is collected, dried and recrystallized from acetone to give 1-[2-(4-carboxyphenoxy)ethyl]-2-(3-pyridyl)-3-methylindole, m.p. 190°-193°. The reactants are C(CCC)[Li] (n-butyllithium), C1C=CC2=CC=CC=C12 (indene), C[Si](Cl)(Cl)C (dimethyidichlorosilane). Solvent: CCCCCC (hexane), CCCCCC (n-hexane). Run at time 10 hour. The product is C[Si](C1C=CC2=CC=CC=C12)(C)Cl (dimethyl(1-indenyl)silyl chloride). The yield is 86.9%. As a reaction SMILES: [CH2:1]1[C:9]2[C:4](=[CH:5][CH:6]=[CH:7][CH:8]=2)[CH:3]=[CH:2]1.C([Li])CCC.[CH3:15][Si:16]([CH3:19])(Cl)[Cl:17]>CCCCCC>[CH3:15][Si:16]([Cl:17])([CH3:19])[CH:1]1[C:9]2[C:4](=[CH:5][CH:6]=[CH:7][CH:8]=2)[CH:3]=[CH:2]1. Procedure details: In a 2-liter flask were charged 50 g (0.43 mol) of indene and 600 ml of dry n-hexane, to which was dripped down 270 ml of a hexane solution of 1.6 M n-butyllithium at 0° C. The mixture was stirred at room temperature for 10 hours, to which was added 111 g (0.86 mol) of dimethyidichlorosilane and the mixture was stirred as was at room temperature for 3 hours. After it was filtered through a G-4 filter, the reaction mixture was distilled under reduced pressure to remove volatile components. The cr...